Dataset: the Open Reaction Database (ORD), a public repository of structured organic reaction records. Task: describe an organic reaction: reactants, conditions, products, and yield The reactants are C1(=CC=CC=C1)NC(N[C@H](C(=O)N[C@@H]1C(N(C2=C(C(=N1)C1=CC=CC=C1)C=CC=C2)CC2=NN=NN2)=O)CC2=CC=CC=C2)=S ((3S)-3-[[(2S)-2-[N'-(phenyl)-thioureido]-3-phenylpropanoyl]amino]-1,3-dihydro-5-phenyl-1-[(1H-tetrazol-5-yl)methyl]-2H-1,4-benzodiazepin-2-one), Cl (hydrogen chloride). Solvent: O1CCCC1 (tetrahydrofuran), C(C)(=O)OCC (ethyl acetate). Conditions: time 10 hour. Product: Cl.N[C@@H]1C(N(C2=C(C(=N1)C1=CC=CC=C1)C=CC=C2)CC2=NN=NN2)=O ((3S)-3-amino-1,3-dihydro-5-phenyl-1-[(1H-tetrazol-5-yl)methyl]-2H-1, 4-benzodiazepin-2-one hydrochloride). Reaction SMILES: C1(NC(=S)N[C@@H](CC2C=CC=CC=2)C([NH:13][C@H:14]2[N:20]=[C:19]([C:21]3[CH:26]=[CH:25][CH:24]=[CH:23][CH:22]=3)[C:18]3[CH:27]=[CH:28][CH:29]=[CH:30][C:17]=3[N:16]([CH2:31][C:32]3[NH:36][N:35]=[N:34][N:33]=3)[C:15]2=[O:37])=O)C=CC=CC=1.[ClH:46]>O1CCCC1.C(OCC)(=O)C>[ClH:46].[NH2:13][C@H:14]1[N:20]=[C:19]([C:21]2[CH:22]=[CH:23][CH:24]=[CH:25][CH:26]=2)[C:18]2[CH:27]=[CH:28][CH:29]=[CH:30][C:17]=2[N:16]([CH2:31][C:32]2[NH:36][N:35]=[N:34][N:33]=2)[C:15]1=[O:37] |f:4.5|. Procedure: To a solution of (3S)-3-[[(2S)-2-[N'-(phenyl)-thioureido]-3-phenylpropanoyl]amino]-1,3-dihydro-5-phenyl-1-[(1H-tetrazol-5-yl)methyl]-2H-1,4-benzodiazepin-2-one (14.10 g) in tetrahydrofuran (84.6 ml) was added dropwise 4N-hydrogen chloride in ethyl acetate (84.6 ml) below 6° C. After stirring under the same conditions for 10 hours, the resultant precipitates were collected by filtration, and then the collected precipitate was suspended in chloroform and stirred for 1 hour at room temperature. The...